This data is from the Open Reaction Database (ORD), a public repository of structured organic reaction records. The task is: describe an organic reaction: reactants, conditions, products, and yield Reactants: BrCCCCN1CSC(C1=O)C1=CC=CC=C1 (3-(4-bromobutyl)-5-phenyl-4-thiazolidinone), FC(C=1C=C(C=CC1)N1CCNCC1)(F)F (1-(3-trifluoromethylphenyl)piperazine), C(=O)([O-])[O-].[K+].[K+] (K2CO3), [Na+].[I-] (NaI), [Br-] (bromide), CCOC(=O)C (EtOAc). Run in CC#N (CH3CN), CO.CCOC(=O)C (MeOH EtOAc). Run at temperature 95 celsius, time 17 hour. Product: C(C(=O)O)(=O)O.C1(=CC=CC=C1)C1C(N(CS1)CCCCN1CCN(CC1)C1=CC(=CC=C1)C(F)(F)F)=O (5-Phenyl-3-[4-[1-(3-trifluoromethylphenyl)-4-piperazinyl]butyl]-4-thiazolidinone oxalate). RXN SMILES: Br[CH2:2][CH2:3][CH2:4][CH2:5][N:6]1[C:10](=[O:11])[CH:9]([C:12]2[CH:17]=[CH:16][CH:15]=[CH:14][CH:13]=2)[S:8][CH2:7]1.[F:18][C:19]([F:33])([F:32])[C:20]1[CH:21]=[C:22]([N:26]2[CH2:31][CH2:30][NH:29][CH2:28][CH2:27]2)[CH:23]=[CH:24][CH:25]=1.[C:34]([O-:37])([O-:36])=O.[K+].[K+].[Na+].[I-].[Br-].CC[O:45][C:46](C)=[O:47]>CO.CCOC(C)=O.CC#N>[C:46]([OH:47])(=[O:45])[C:34]([OH:37])=[O:36].[C:12]1([CH:9]2[S:8][CH2:7][N:6]([CH2:5][CH2:4][CH2:3][CH2:2][N:29]3[CH2:28][CH2:27][N:26]([C:22]4[CH:23]=[CH:24][CH:25]=[C:20]([C:19]([F:32])([F:33])[F:18])[CH:21]=4)[CH2:31][CH2:30]3)[C:10]2=[O:11])[CH:17]=[CH:16][CH:15]=[CH:14][CH:13]=1 |f:2.3.4,5.6,9.10,12.13|. Reported procedure: A mixture of 3-(4-bromobutyl)-5-phenyl-4-thiazolidinone (4.67 g), 1-(3-trifluoromethylphenyl)piperazine (3.76 g), K2CO3 (5.15 g), NaI (300 mg) and CH3CN (150 mL) was heated at reflux (bath temperature 95° C.) under N2. After 17 hours, TLC analysis (silica gel, 5% MeOH/EtOAc) showed the absence of starting bromide and presence of one major product with an Rf =0.33. The mixture was cooled to room temperature, EtOAc (100 mL) was added, and the mixture filtered. The filtrate was concentrated in vacu... Reaction SMILES: [F:1][C:2]([F:35])([F:34])[C:3]1[CH:8]=[CH:7][C:6]([NH:9][C:10]2[C:11]3[CH2:23][CH2:22][N:21]([C:24]4[C:29]([S:30]([CH3:33])(=[O:32])=[O:31])=[CH:28][CH:27]=[CH:26][N:25]=4)[CH2:20][C:12]=3[N:13]=[C:14](S(C)(=O)=O)[N:15]=2)=[CH:5][CH:4]=1.[O-:36][CH2:37][CH3:38].[Na+]>O1CCOCC1.C(O)C>[CH2:37]([O:36][C:14]1[N:15]=[C:10]([NH:9][C:6]2[CH:5]=[CH:4][C:3]([C:2]([F:1])([F:35])[F:34])=[CH:8][CH:7]=2)[C:11]2[CH2:23][CH2:22][N:21]([C:24]3[C:29]([S:30]([CH3:33])(=[O:32])=[O:31])=[CH:28][CH:27]=[CH:26][N:25]=3)[CH2:20][C:12]=2[N:13]=1)[CH3:38] |f:1.2|. The product is C(C)OC=1N=C(C2=C(N1)CN(CC2)C2=NC=CC=C2S(=O)(=O)C)NC2=CC=C(C=C2)C(F)(F)F (2-Ethoxy-N-(4-(trifluoromethyl)phenyl)-5,6,7,8-tetrahydro-7-(3-(methylsulfonyl)pyridin-2-yl)pyrido[3,4-d]pyrimidin-4-amine). Reactants: FC(C1=CC=C(C=C1)NC=1C2=C(N=C(N1)S(=O)(=O)C)CN(CC2)C2=NC=CC=C2S(=O)(=O)C)(F)F (N-(4-(Trifluoromethyl)phenyl)-5,6,7,8-tetrahydro-2-(methylsulfonyl)-7-(3-(methylsulfonyl)pyridin-2-yl)pyrido[3,4-d]pyrimidin-4-amine), [O-]CC.[Na+] (sodium ethoxide). Reported procedure: N-(4-(Trifluoromethyl)phenyl)-5,6,7,8-tetrahydro-2-(methylsulfonyl)-7-(3-(methylsulfonyl)pyridin-2-yl)pyrido[3,4-d]pyrimidin-4-amine (150 mg, 0.27 mmol) was suspended in dioxane (5.0 mL) and ethanol (2.0 mL), sodium ethoxide (20 mg, 0.28 mmol) was added and the mixture was stirred at at 80° C. for 2 hrs. Solvent was removed and the residue was purified by flash chromatography over silica gel and then by preparative TLC to obtain the product as a white solid (102 mg). Reaction conditions: temperature 80 celsius, time 2 hour. Solvent: C(C)O (ethanol), O1CCOCC1 (dioxane). Isolated yield 76.6%. Reactants: CO, Cl, [Na+], COC(=O)c1ccc(-c2nc(-c3cccc(Oc4ccccc4)c3)no2)cc1, C1CCOC1, [OH-]. The product is O=C(O)c1ccc(-c2nc(-c3cccc(Oc4ccccc4)c3)no2)cc1. As a reaction SMILES: [CH3:31][OH:32].[ClH:33].[Na+:30].[O:1]([c:2]1[cH:3][cH:4][cH:5][cH:6][cH:7]1)[c:8]1[cH:9][c:10](-[c:14]2[n:15][o:16][c:17](-[c:19]3[cH:20][cH:21][c:22]([C:23](=[O:24])[O:25][CH3:26])[cH:27][cH:28]3)[n:18]2)[cH:11][cH:12][cH:13]1.[O:34]1[CH2:35][CH2:36][CH2:37][CH2:38]1.[OH-:29]>>[O:1]([c:2]1[cH:3][cH:4][cH:5][cH:6][cH:7]1)[c:8]1[cH:9][c:10](-[c:14]2[n:15][o:16][c:17](-[c:19]3[cH:20][cH:21][c:22]([C:23](=[O:24])[OH:25])[cH:27][cH:28]3)[n:18]2)[cH:11][cH:12][cH:13]1.